Task: describe an organic reaction: reactants, conditions, products, and yield. Dataset: the Open Reaction Database (ORD), a public repository of structured organic reaction records Starting materials: COC(=O)C=1N=C(OC1)C1=CC(=CC=C1)C=1CC(NC2=C(N1)C=CC(=C2)N2C=CC=C2)=O (2-[3-(4-oxo-7-pyrrol-1-yl-4,5-dihydro-3H-benzo[b][1,4]diazepin-2-yl)-phenyl]-oxazole-4-carboxylic acid methyl ester). Run in NCCO (2-amino-ethanol). Yields the product OCCNC(=O)C=1N=C(OC1)C1=CC(=CC=C1)C=1CC(NC2=C(N1)C=CC(=C2)N2C=CC=C2)=O (2-[3-(4-oxo-7-Pyrrol-1-yl-4,5-dihydro-3H-benzo[b][1,4]diazepin-2-yl)-phenyl]-oxazole-4-carboxylic Acid (2-Hydroxy-ethyl)-amide). Isolated yield 42.6%. As a reaction SMILES: CO[C:3]([C:5]1[N:6]=[C:7]([C:10]2[CH:15]=[CH:14][CH:13]=[C:12]([C:16]3[CH2:17][C:18](=[O:32])[NH:19][C:20]4[CH:26]=[C:25]([N:27]5[CH:31]=[CH:30][CH:29]=[CH:28]5)[CH:24]=[CH:23][C:21]=4[N:22]=3)[CH:11]=2)[O:8][CH:9]=1)=[O:4]>NCCO>[OH:4][CH2:3][CH2:5][NH:6][C:3]([C:5]1[N:6]=[C:7]([C:10]2[CH:15]=[CH:14][CH:13]=[C:12]([C:16]3[CH2:17][C:18](=[O:32])[NH:19][C:20]4[CH:26]=[C:25]([N:27]5[CH:31]=[CH:30][CH:29]=[CH:28]5)[CH:24]=[CH:23][C:21]=4[N:22]=3)[CH:11]=2)[O:8][CH:9]=1)=[O:4]. Procedure details: A solution of 2-[3-(4-oxo-7-pyrrol-1-yl-4,5-dihydro-3H-benzo[b][1,4]diazepin-2-yl)-phenyl]-oxazole-4-carboxylic acid methyl ester (Example 25) (88 mg) in 2-amino-ethanol (2 mL) was stirred at 50° C. for 2 h. The mixture was partitioned between EtOAc and H2O, the organic layer was dried and evaporated in vacuum. The residue was chromatographed on silicag gel using EtOAc/hexane (1:1) as eluent and the purified product was triturated with Et2O to give the title compound (20 mg) as light-yellow soli... The reactants are N(=[N+]=[N-])[C@H]1[C@@H](CC2=CC=CC=C2C1)O (trans 3-azido-2-hydroxy-1,2,3,4-tetrahydronaphthalene). The reagents and catalysts are [Pd] (palladium on carbon). Run in CO (methanol). Yields the product N[C@H]1[C@@H](CC2=CC=CC=C2C1)O (Trans 3-amino-2-hydroxy-1,2,3,4-tetrahydronaphthalene). Yield: 102.0%. Reaction SMILES: [N:1]([C@@H:4]1[CH2:13][C:12]2[C:7](=[CH:8][CH:9]=[CH:10][CH:11]=2)[CH2:6][C@H:5]1[OH:14])=[N+]=[N-]>CO.[Pd]>[NH2:1][C@@H:4]1[CH2:13][C:12]2[C:7](=[CH:8][CH:9]=[CH:10][CH:11]=2)[CH2:6][C@H:5]1[OH:14]. Procedure details: A stirring mixture of trans 3-azido-2-hydroxy-1,2,3,4-tetrahydronaphthalene (2.5 g, about 75% pure) dissolved in methanol (132 mL) and 10% palladium on carbon (250 mg) was hydrogenated for 2 h under a hydrogen balloon at room temperature. The reaction mixture was filtered through Celite®, rinsing with methanol, and then evaporated under vacuum to provide the title compound (2.2 g, 72% pure).